This data is from the Open Reaction Database (ORD), a public repository of structured organic reaction records. The task is: describe an organic reaction: reactants, conditions, products, and yield Solvent: O1CCCC1 (tetrahydrofuran), O1CCCC1 (tetrahydrofuran), C1CCOC1 (THF). Procedure: To a 25 mL flask was added 2-acetyl-5,6,7,8-tetrahydroquinoline-6-carboxylic acid (146 mg, 0.667 mmol) and tetrahydrofuran (2.7 mL). The system was purged with nitrogen and cooled to 0° C. 3M of methylmagnesium chloride in tetrahydrofuran (0.598 mL, 2.00 mmol) was added dropwise over 3 minutes. The mixture was stirred at 0° C. for 5 minutes then allowed to warm to room temperature. Additional THF (5 mL) was added and the mixture was sonicated for 1 minute to break up solids. After a total of 2 h... Conditions: temperature 0 celsius, time 5 minute. The product is OC(C)(C)C1=NC=2CCC(CC2C=C1)C(=O)O (2-(2-hydroxypropan-2-yl)-5,6,7,8-tetrahydroquinoline-6-carboxylic acid). As a reaction SMILES: [C:1]([C:4]1[CH:13]=[CH:12][C:11]2[CH2:10][CH:9]([C:14]([OH:16])=[O:15])[CH2:8][CH2:7][C:6]=2[N:5]=1)(=[O:3])[CH3:2].[CH3:17][Mg]Cl>C1COCC1>[OH:3][C:1]([C:4]1[CH:13]=[CH:12][C:11]2[CH2:10][CH:9]([C:14]([OH:16])=[O:15])[CH2:8][CH2:7][C:6]=2[N:5]=1)([CH3:17])[CH3:2]. Reactants: C(C)(=O)C1=NC=2CCC(CC2C=C1)C(=O)O (2-acetyl-5,6,7,8-tetrahydroquinoline-6-carboxylic acid), C[Mg]Cl (methylmagnesium chloride).